Dataset: the Open Reaction Database (ORD), a public repository of structured organic reaction records. Task: describe an organic reaction: reactants, conditions, products, and yield The reactants are CN1S(C2=C(CC1=O)C=CC=C2)(=O)=O (3,4-dihydro-2-methyl-3-oxo-2H-1,2-benzothiazine 1,1-dioxide), methylmagnesiumcarbonate, Cl (hydrochloric acid), ice, C(C)OCC (diethylether). Solvent: CN(C=O)C (N,N-dimethylformamide). Reaction conditions: time 3 hour. The product is CN1S(C2=C(C(C1=O)C(=O)O)C=CC=C2)(=O)=O (3,4-dihydro-2-methyl-3-oxo-2H-1,2-benzothiazine-4-carboxylic acid 1,1-dioxide). Isolated yield 97.9%. Reaction SMILES: [CH3:1][N:2]1[C:7](=[O:8])[CH2:6][C:5]2[CH:9]=[CH:10][CH:11]=[CH:12][C:4]=2[S:3]1(=[O:14])=[O:13].[C:15](=O)([O-:17])[O-:16].C[Mg+2].Cl.C(OCC)C>CN(C)C=O>[CH3:1][N:2]1[C:7](=[O:8])[CH:6]([C:15]([OH:17])=[O:16])[C:5]2[CH:9]=[CH:10][CH:11]=[CH:12][C:4]=2[S:3]1(=[O:13])=[O:14] |f:1.2|. Reported procedure: In a four neck flask equipped with reflux condenser, stirrer, thermometer and calcium drying tube, 1.06 g (0.005 mole) 3,4-dihydro-2-methyl-3-oxo-2H-1,2-benzothiazine 1,1-dioxide and 2.6 g (0.02 mole) methylmagnesiumcarbonate in 20 ml N,N-dimethylformamide were added. The mixture was stirred at 90°-100° C. for 3 hours. The resulting solution was poured quickly into a mixture of 30 ml conc-hydrochloric acid, 70 g ice chips and 200 ml diethylether. After stirring the mixture for 10 minutes, the se... The reactants are OC1=CC2=C(C(=CS2)NC(=O)OCC)C=C1 (ethyl 6-hydroxybenzothiophene-3-carbamate), FC(CCCBr)(F)F (4,4,4-trifluoro-1-bromobutane), C([O-])([O-])=O.[K+].[K+] (potassium carbonate). Solvent: C(C)#N (acetonitrile). Yields the product FC(CCCOC=1C=CC2=C(SC=C2NC(OCC)=O)C1)(F)F (Ethyl [6-(4,4,4-trifluorobutoxy)benzo[b]thien-3-yl]carbamate). Yield: 90.8%. RXN SMILES: [OH:1][C:2]1[CH:16]=[CH:15][C:5]2[C:6]([NH:9][C:10]([O:12][CH2:13][CH3:14])=[O:11])=[CH:7][S:8][C:4]=2[CH:3]=1.[F:17][C:18]([F:24])([F:23])[CH2:19][CH2:20][CH2:21]Br.C(=O)([O-])[O-].[K+].[K+]>C(#N)C>[F:17][C:18]([F:24])([F:23])[CH2:19][CH2:20][CH2:21][O:1][C:2]1[CH:16]=[CH:15][C:5]2[C:6]([NH:9][C:10](=[O:11])[O:12][CH2:13][CH3:14])=[CH:7][S:8][C:4]=2[CH:3]=1 |f:2.3.4|. Reported procedure: A mixture of 2.0 g (8.4 mmol) of ethyl 6-hydroxybenzothiophene-3-carbamate (obtained in Stage 13.5. of Example 13), 2.4 g (12.6 mmol) of 4,4,4-trifluoro-1-bromobutane and 2.3 g (16.8 mmol) of potassium carbonate in 30 ml of acetonitrile is heated at reflux for 90 min. The mixture is evaporated under reduced pressure and the residue is triturated in petroleum ether. 2.65 g of product are obtained. Reactants: C(O)CN (Ethanolamine), OC1=CC=C(C2=C(OC3=CC(=CC(=C3C2=O)O)O)C(=O)[O-])C=C1 (4',5,7-trihydroxyisoflavonecarboxylate). Solvent: CO (methanol). Conditions: time 12 hour. Yields the product OC1=CC=C(C2=C(OC3=CC(=CC(=C3C2=O)O)O)C(=O)NCCO)C=C1 (4',5,7-trihydroxy-N-(2-hydroxyethyl)-2-isoflavonecarboxamide). Isolated yield 35.1%. As a reaction SMILES: [CH2:1]([CH2:3][NH2:4])[OH:2].[OH:5][C:6]1[CH:27]=[CH:26][C:9]([C:10]2[C:19](=[O:20])[C:18]3[C:13](=[CH:14][C:15]([OH:22])=[CH:16][C:17]=3[OH:21])[O:12][C:11]=2[C:23]([O-])=[O:24])=[CH:8][CH:7]=1>CO>[OH:5][C:6]1[CH:27]=[CH:26][C:9]([C:10]2[C:19](=[O:20])[C:18]3[C:13](=[CH:14][C:15]([OH:22])=[CH:16][C:17]=3[OH:21])[O:12][C:11]=2[C:23]([NH:4][CH2:3][CH2:1][OH:2])=[O:24])=[CH:8][CH:7]=1. Procedure details: Ethanolamine (100 mg), was added to a solution of 4',5,7-trihydroxyisoflavonecarboxylate (100 mg) in 2 ml methanol, and the mixture was stirred at room temperature for 12 hours. The solvent was distilled off under reduced presure, the residue was purified by silica gel column chromatography (chloroform:methanol=95:5), and the solid thus obtained was recrystallized from a methanol/diethyl ether mixed solvent, giving 40 mg of 4',5,7-trihydroxy-N-(2-hydroxyethyl)-2-isoflavonecarboxamide. Procedure details: To a solution of methyl 4-[3-(4,5,6,7-tetramethoxyindan-2-yl)propoxy]benzoate (7.35 g) in methanol (74 ml) was dropwise added aqueous sodium hydroxide (3N, 8.57 ml), which was heated under reflux for 6 hr. The reaction mixture was concentrated in vacuo, made acidic with 1N hydrochloric acid, and extracted with ethyl acetate. The organic layer was washed with water and saturated aqueous sodium chloride and dried. The solvent was removed in vacuo. The residue was recrystallized from hexane-ethyl a... Product: COC1=C2CC(CC2=C(C(=C1OC)OC)OC)CCCOC1=CC=C(C(=O)O)C=C1 (4-[3-(4,5,6,7-Tetramethoxyindan-2-yl)propoxy]benzoic acid). RXN SMILES: [CH3:1][O:2][C:3]1[C:11]([O:12][CH3:13])=[C:10]([O:14][CH3:15])[C:9]([O:16][CH3:17])=[C:8]2[C:4]=1[CH2:5][CH:6]([CH2:18][CH2:19][CH2:20][O:21][C:22]1[CH:31]=[CH:30][C:25]([C:26]([O:28]C)=[O:27])=[CH:24][CH:23]=1)[CH2:7]2.[OH-].[Na+]>CO>[CH3:17][O:16][C:9]1[C:10]([O:14][CH3:15])=[C:11]([O:12][CH3:13])[C:3]([O:2][CH3:1])=[C:4]2[C:8]=1[CH2:7][CH:6]([CH2:18][CH2:19][CH2:20][O:21][C:22]1[CH:31]=[CH:30][C:25]([C:26]([OH:28])=[O:27])=[CH:24][CH:23]=1)[CH2:5]2 |f:1.2|. Yield: 92.5%. Reactants: COC1=C2CC(CC2=C(C(=C1OC)OC)OC)CCCOC1=CC=C(C(=O)OC)C=C1 (methyl 4-[3-(4,5,6,7-tetramethoxyindan-2-yl)propoxy]benzoate), [OH-].[Na+] (sodium hydroxide). Run in CO (methanol). Reactants: C(C)OC(CNC(C(C)C)=O)=O (isobutyrylamino-acetic acid ethyl ester), C(C=C)Br (allyl bromide), C[Si]([N-][Si](C)(C)C)(C)C.[Li+] (lithium hexamethyldisilazide), CCCCCC (hexane). Solvent: C1CCOC1 (THF). Yields the product C(C)OC(C(CC=C)NC(C(C)C)=O)=O (2-Isobutyrylamino-pent-4-enoic acid ethyl ester). RXN SMILES: [CH2:1]([O:3][C:4](=[O:12])[CH2:5][NH:6][C:7](=[O:11])[CH:8]([CH3:10])[CH3:9])[CH3:2].C[Si](C)(C)[N-][Si](C)(C)C.[Li+].[CH3:23][CH2:24][CH2:25]CCC.C(Br)C=C>C1COCC1>[CH2:1]([O:3][C:4](=[O:12])[CH:5]([NH:6][C:7](=[O:11])[CH:8]([CH3:9])[CH3:10])[CH2:25][CH:24]=[CH2:23])[CH3:2] |f:1.2|. Procedure: 11.74 g of the above prepared isobutyrylamino-acetic acid ethyl ester (67.78 mmol) was dissolved in 250 ml of abs. THF and cooled down to −78°. 139 ml of 1M lithium hexamethyldisilazide in hexane (2.05 eq.) were added within 30 Min. via dropping funnel. After keeping the yellow suspension for additional 30 Min. at −78°, 6.021 ml of allyl bromide (1.05 eq.) was added and stirring continued for 15 Min. at the same temperature and for 30 Min. at 0°. Pouring of the homogeneous reaction mixture onto ... The reactants are N[C@@H]1[C@@H](CCCC1)C(=O)N ((±)-cis-2-aminocyclohexanecarboxamide), ClC1=NC=C(C(=N1)Cl)Cl (2,4,5-trichloropyrimidine), C(=O)(O)[O-].[Na+] (NaHCO3). The solvent is CO (MeOH), O (H2O), CCOC(=O)C (EtOAc). Run at time 12 hour. Yields the product ClC1=NC=C(C(=N1)N[C@@H]1[C@@H](CCCC1)C(=O)N)Cl ((±)-cis-2-(2,5-dichloropyrimidin-4-ylamino)cyclohexanecarboxamide). RXN SMILES: [NH2:1][C@H:2]1[CH2:7][CH2:6][CH2:5][CH2:4][C@H:3]1[C:8]([NH2:10])=[O:9].[Cl:11][C:12]1[N:17]=[C:16](Cl)[C:15]([Cl:19])=[CH:14][N:13]=1.C([O-])(O)=O.[Na+]>CO.O.CCOC(C)=O>[Cl:11][C:12]1[N:17]=[C:16]([NH:1][C@H:2]2[CH2:7][CH2:6][CH2:5][CH2:4][C@H:3]2[C:8]([NH2:10])=[O:9])[C:15]([Cl:19])=[CH:14][N:13]=1 |f:2.3|. Procedure: A mixture of (±)-cis-2-aminocyclohexanecarboxamide (28 mg, 0.20 mmol), 2,4,5-trichloropyrimidine (37 mg, 0.20 mmol, 1 equiv.) and NaHCO3 (17 mg, 0.20 mmol, 1 equiv.) in a mixture of MeOH (1.0 mL) and H2O (0.5 mL) is stirred at room temperature for 12 h. The reaction is diluted with EtOAc and washed with water (2×), dried over Na2SO4 and concentrated in vacuo to generate the product (±)-cis-2-(2,5-dichloropyrimidin-4-ylamino)cyclohexanecarboxamide; ESMS m/z 289.1 (M+H+). The product is FC(C=1C=C(C=CC1)S(=O)C1=CC=C(C=N1)N)(F)F (6-(3-(TRIFLUOROMETHYL)PHENYLSULFINYL)-3-AMINOPYRIDINE). Reaction conditions: time 2 hour. RXN SMILES: [F:1][C:2]([F:18])([F:17])[C:3]1[CH:4]=[C:5]([S:9][C:10]2[N:15]=[CH:14][C:13]([NH2:16])=[CH:12][CH:11]=2)[CH:6]=[CH:7][CH:8]=1.CC(C)=[O:21].ClC1C=C(C=CC=1)C(OO)=O>C(OCC)(=O)C>[F:18][C:2]([F:1])([F:17])[C:3]1[CH:4]=[C:5]([S:9]([C:10]2[N:15]=[CH:14][C:13]([NH2:16])=[CH:12][CH:11]=2)=[O:21])[CH:6]=[CH:7][CH:8]=1. Procedure: 6-(3-(Trifluoromethyl)phenylthio)-3-aminopyridine (4.0 grams) was dissolved in 50 ml. of acetone and m-chloroperoxybenzoic acid (4.0 grams) added. The solution was allowed to stir at room temperature for 2 hours, and an additional 1.0 gram of m-chloroperoxybenzoic acid was added. The reaction mixture was passed over a column of silica gel with ethyl acetate, and the fraction corresponding to the product collected and crystallized from ethyl acetate-hexanes, yield, 4.0 grams m.p. 74°-76° C. Reactants: FC(C=1C=C(C=CC1)SC1=CC=C(C=N1)N)(F)F (6-(3-(Trifluoromethyl)phenylthio)-3-aminopyridine), ClC=1C=C(C(=O)OO)C=CC1 (m-chloroperoxybenzoic acid), CC(=O)C (acetone), ClC=1C=C(C(=O)OO)C=CC1 (m-chloroperoxybenzoic acid). Solvent: C(C)(=O)OCC (ethyl acetate).